From a dataset of the Open Reaction Database (ORD), a public repository of structured organic reaction records. describe an organic reaction: reactants, conditions, products, and yield The reactants are COC1=C(C=C(C=C1)C1(CC(=CC=C1OC)CO)OC)[N+](=O)[O-] (3-(4-methoxy-3-nitro-phenyl)-(3,4-dimethoxy-phenyl)-methanol), COC1=C(C=C(C=O)C=C1)[N+](=O)[O-] (4-methoxy-3-nitro-benzaldehyde), COC=1C=C(C=C(C1)OC)Br (3,5-dimethoxy-bromobenzene), [Mg] (magnesium). Procedure details: (4-Methoxy-3-nitro-phenyl)-(3,5-dimethoxy-phenyl)-methanol was prepared analogously to 3-(4-methoxy-3-nitro-phenyl)-(3,4-dimethoxy-phenyl)-methanol using 3,5-dimethoxy-bromobenzene (5.0 g, 23.0 mmol), magnesium turning (0.6 g, 23.0 mmol) and 4-methoxy-3-nitro-benzaldehyde (3.5 g, 19.2 mmol). The crude product was purified by flash chromatography (silica gel, Hexane:EtOAc 1:1) to afford (4-methoxy-3-nitro-phenyl)-(3,5-dimethoxy-phenyl)-methanol (3.7 g, 60%) as an oil: 1H NMR (CDCl3) δ 7.88 (s, 1H... Yield: 60.0%. Yields the product COC1=C(C=C(C=C1)C(O)C1=CC(=CC(=C1)OC)OC)[N+](=O)[O-] ((4-methoxy-3-nitro-phenyl)-(3,5-dimethoxy-phenyl)-methanol). As a reaction SMILES: [CH3:1][O:2][C:3]1[CH:8]=[CH:7][C:6]([C:9]2([O:19]C)C(OC)=CC=C(CO)C2)=[CH:5][C:4]=1[N+:21]([O-:23])=[O:22].[CH3:24][O:25][C:26]1[CH:27]=[C:28](Br)[CH:29]=[C:30]([O:32][CH3:33])[CH:31]=1.[Mg].COC1C=CC(C=O)=CC=1[N+]([O-])=O>>[CH3:1][O:2][C:3]1[CH:8]=[CH:7][C:6]([CH:9]([C:28]2[CH:27]=[C:26]([O:25][CH3:24])[CH:31]=[C:30]([O:32][CH3:33])[CH:29]=2)[OH:19])=[CH:5][C:4]=1[N+:21]([O-:23])=[O:22]. Starting materials: Cc1ccc(C2=NC2(C)C)cc1, C=Cc1ccncc1, c1ccccc1. The product is Cc1ccc(C2=NC(C)(C)C(c3ccncc3)C2)cc1. RXN SMILES: [CH3:1][c:2]1[cH:3][cH:4][c:5]([C:8]2=[N:10][C:9]2([CH3:11])[CH3:12])[cH:6][cH:7]1.[CH:13](=[CH2:14])[c:15]1[cH:16][cH:17][n:18][cH:19][cH:20]1.[cH:21]1[cH:22][cH:23][cH:24][cH:25][cH:26]1>>[CH3:1][c:2]1[cH:3][cH:4][c:5]([C:8]2=[N:10][C:9]([CH3:11])([CH3:12])[CH:13]([c:15]3[cH:16][cH:17][n:18][cH:19][cH:20]3)[CH2:14]2)[cH:6][cH:7]1. The reactants are CC(C)(C)N, O=C([O-])[O-], CN(C)C=O, ClCCOc1ccccc1C=Cc1cccc2[nH]ccc12, [K+], [K+], O. The product is CC(C)(C)NCCOc1ccccc1C=Cc1cccc2[nH]ccc12. Reaction SMILES: [C:27]([CH3:28])([CH3:29])([CH3:30])[NH2:31].[C:32](=[O:33])([O-:34])[O-:35].[CH3:22][N:23]([CH3:24])[CH:25]=[O:26].[Cl:1][CH2:2][CH2:3][O:4][c:5]1[c:6]([CH:11]=[CH:12][c:13]2[c:14]3[cH:15][cH:16][nH:17][c:18]3[cH:19][cH:20][cH:21]2)[cH:7][cH:8][cH:9][cH:10]1.[K+:36].[K+:37].[OH2:38]>>[CH2:2]([CH2:3][O:4][c:5]1[c:6]([CH:11]=[CH:12][c:13]2[c:14]3[cH:15][cH:16][nH:17][c:18]3[cH:19][cH:20][cH:21]2)[cH:7][cH:8][cH:9][cH:10]1)[NH:31][C:27]([CH3:28])([CH3:29])[CH3:30]. Reactants: ClC=1C=C(CC2C(CCC3=CC=C(C=C23)CCS(=O)(=O)CCC)NC(OCC)=O)C=CC1 (Ethyl 1-(3-chlorobenzyl)-7-(2-(propylsulfonyl)ethyl)-1,2,3,4-tetrahydronaphthalen-2-ylcarbamate), C(=O)[O-].[NH4+] (ammonium formiate). The reagents and catalysts are [Pd] (Pd/C). The solvent is CO (MeOH). Run at temperature 80 celsius, time 4 hour. The product is C(C)OC(NC1C(C2=CC(=CC=C2CC1)CCSCCC)CC1=CC=CC=C1)=O ([1-Benzyl-7-(2-propylsulfanyl-ethyl)-1,2,3,4-tetrahydro-naphthalen-2-yl]-carbamic acid ethyl ester). Yield: 54.1%. As a reaction SMILES: Cl[C:2]1[CH:3]=[C:4]([CH:30]=[CH:31][CH:32]=1)[CH2:5][CH:6]1[C:15]2[C:10](=[CH:11][CH:12]=[C:13]([CH2:16][CH2:17][S:18]([CH2:21][CH2:22][CH3:23])(=O)=O)[CH:14]=2)[CH2:9][CH2:8][CH:7]1[NH:24][C:25](=[O:29])[O:26][CH2:27][CH3:28].C([O-])=O.[NH4+]>CO.[Pd]>[CH2:27]([O:26][C:25](=[O:29])[NH:24][CH:7]1[CH2:8][CH2:9][C:10]2[C:15](=[CH:14][C:13]([CH2:16][CH2:17][S:18][CH2:21][CH2:22][CH3:23])=[CH:12][CH:11]=2)[CH:6]1[CH2:5][C:4]1[CH:3]=[CH:2][CH:32]=[CH:31][CH:30]=1)[CH3:28] |f:1.2|. Procedure details: Ethyl 1-(3-chlorobenzyl)-7-(2-(propylsulfonyl)ethyl)-1,2,3,4-tetrahydronaphthalen-2-ylcarbamate (27.1 mg, 0.057 mmol) and ammonium formiate (71.5 mg, 1.134 mmol) were dissolved in 5 ml MeOH. Pd/C (0.845 mg, 7.94 μmol) was added and stirred at 80° C. for 4 h. The mixture was filtered, the solvent evaporated, the residue re-dissolved in ethyl acetate, which was subsequently washed with water, NaHCO3 and brine, dried, filtered. Solvent was evaporated to obtain white solid which was purified by chro... Starting materials: CC(C)([O-])C.[K+] (potassium tert-butoxide), C1(=CC=CC=C1)COC(=O)N1CCC(CC1)=O (1-phenylmethoxycarbonyl-4-piperidone), Cl (HCl), [Br-].C(=O)(O)CCC[P+](C1=CC=CC=C1)(C1=CC=CC=C1)C1=CC=CC=C1 (3-carboxypropyl triphenylphosphonium bromide). Solvent: O1CCCC1 (tetrahydrofuran), C(C)(C)(C)OC (methyl tert-butyl ether), C(C)(C)(C)OC (methyl tert-butyl ether), C(C)OCCOCC (1,2-diethoxyethane). Run at temperature 26 celsius, time 1 hour. Product: C1(=CC=CC=C1)COC(=O)N1CCC(CC1)C=CCC(=O)O (3-(1-phenylmethoxycarbonyl-4-piperidinylmethylene)propanoic acid). Isolated yield 50.8%. Reaction SMILES: [Br-].[C:2]([CH2:5][CH2:6][CH2:7][P+](C1C=CC=CC=1)(C1C=CC=CC=1)C1C=CC=CC=1)([OH:4])=[O:3].CC(C)([O-])C.[K+].[C:33]1([CH2:39][O:40][C:41]([N:43]2[CH2:48][CH2:47][C:46](=O)[CH2:45][CH2:44]2)=[O:42])[CH:38]=[CH:37][CH:36]=[CH:35][CH:34]=1.Cl>C(OCCOCC)C.O1CCCC1.C(OC)(C)(C)C>[C:33]1([CH2:39][O:40][C:41]([N:43]2[CH2:48][CH2:47][CH:46]([CH:7]=[CH:6][CH2:5][C:2]([OH:4])=[O:3])[CH2:45][CH2:44]2)=[O:42])[CH:38]=[CH:37][CH:36]=[CH:35][CH:34]=1 |f:0.1,2.3|. Procedure details: To a suspension of 82 g of 3-carboxypropyl triphenylphosphonium bromide in 407 mL of 1,2-diethoxyethane at 14° C. is added over 25 minutes 220 g of 20 wt % potassium tert-butoxide in tetrahydrofuran while maintaining the reaction mixture temperature at 24-28° C. The mixture is stirred for 1 hour, cooled to 10° C., and a solution of 52.5 g of 1-phenylmethoxycarbonyl-4-piperidone in 246 mL of methyl tert-butyl ether is added over 30 minutes while maintaining cooling. After addition is complete, th... The reactants are O=C([O-])[O-], CN(C)C=O, O=C(c1c[nH]c2cc([N+](=O)[O-])ccc12)C(F)(F)F, CC(C)I, [K+], [K+]. Yields the product CC(C)n1cc(C(=O)C(F)(F)F)c2ccc([N+](=O)[O-])cc21. Reaction SMILES: [C:19](=[O:20])([O-:21])[O-:22].[CH3:29][N:30]([CH3:31])[CH:32]=[O:33].[F:1][C:2]([C:3](=[O:4])[c:5]1[cH:6][nH:7][c:8]2[cH:9][c:10]([N+:14](=[O:15])[O-:16])[cH:11][cH:12][c:13]12)([F:17])[F:18].[I:25][CH:26]([CH3:27])[CH3:28].[K+:23].[K+:24]>>[F:1][C:2]([C:3](=[O:4])[c:5]1[cH:6][n:7]([CH:26]([CH3:27])[CH3:28])[c:8]2[cH:9][c:10]([N+:14](=[O:15])[O-:16])[cH:11][cH:12][c:13]12)([F:17])[F:18].